From a dataset of the Open Reaction Database (ORD), a public repository of structured organic reaction records. describe an organic reaction: reactants, conditions, products, and yield The reactants are ClC=1C=C2C(C(=COC2=CC1O)C=1C=C(OCCCC#N)C=CC1)=O (4-[3-(6-Chloro-7-hydroxy-4-oxo-4H-chromen-3-yl)-phenoxy]-butyronitrile), O.NN (Hydrazine hydrate). Yields the product ClC=1C(=CC(=C(C1)C1=NNC=C1C=1C=C(OCCCC#N)C=CC1)O)O (4-{3-[3-(5-chloro-2,4-dihydroxy-phenyl)-1H-pyrazol-4-yl]-phenoxy}-butyronitrile). As a reaction SMILES: [Cl:1][C:2]1[CH:3]=[C:4]2[C:9](=[CH:10][C:11]=1[OH:12])[O:8][CH:7]=[C:6]([C:13]1[CH:14]=[C:15]([CH:22]=[CH:23][CH:24]=1)[O:16][CH2:17][CH2:18][CH2:19][C:20]#[N:21])[C:5]2=O.O.[NH2:27][NH2:28]>>[Cl:1][C:2]1[C:11]([OH:12])=[CH:10][C:9]([OH:8])=[C:4]([C:5]2[C:6]([C:13]3[CH:14]=[C:15]([CH:22]=[CH:23][CH:24]=3)[O:16][CH2:17][CH2:18][CH2:19][C:20]#[N:21])=[CH:7][NH:28][N:27]=2)[CH:3]=1 |f:1.2|. Procedure: This compounds was synthesised in the same manner as described above. 4-[3-(6-Chloro-7-hydroxy-4-oxo-4H-chromen-3-yl)-phenoxy]-butyronitrile (0.3 g, 0.84 mmol), Hydrazine hydrate (6 ml). The quenched reaction was extracted into ethyl acetate, washed (water), dried (MgSO4), and the solvent removed under vacuum to give a clear oil which was purified by column chromatograpy to give 4-{3-[3-(5-chloro-2,4-dihydroxy-phenyl)-1H-pyrazol-4-yl]-phenoxy}-butyronitrile as a white soild Rf 0.6 ethyl acetate/... Reactants: C(C)OC(C(CC(C)C)C=1C=C(C=C(C1)OS(=O)(=O)C(F)(F)F)C1=CC=C(C=C1)C(F)(F)F)=O (4-Methyl-2-(5-trifluoromethanesulfonyloxy-4′-trifluoromethyl-biphenyl-3-yl)-pentanoic acid ethyl ester), C(#N)C=1C=C(C=CC1)B(O)O (3-cyano-phenylboronic acid). Product: C(#N)C=1C=C(C=CC1)C1=CC(=CC(=C1)C(C(=O)O)CC(C)C)C1=CC=C(C=C1)C(F)(F)F (2-(3-Cyano-4″-trifluoromethyl-[1,1′;3′,1″]terphenyl-5′-yl)-4-methyl-pentanoic acid). RXN SMILES: C([O:3][C:4](=[O:34])[CH:5]([C:10]1[CH:11]=[C:12]([C:24]2[CH:29]=[CH:28][C:27]([C:30]([F:33])([F:32])[F:31])=[CH:26][CH:25]=2)[CH:13]=[C:14](OS(C(F)(F)F)(=O)=O)[CH:15]=1)[CH2:6][CH:7]([CH3:9])[CH3:8])C.[C:35]([C:37]1[CH:38]=[C:39](B(O)O)[CH:40]=[CH:41][CH:42]=1)#[N:36]>>[C:35]([C:37]1[CH:38]=[C:39]([C:14]2[CH:15]=[C:10]([CH:5]([CH2:6][CH:7]([CH3:9])[CH3:8])[C:4]([OH:34])=[O:3])[CH:11]=[C:12]([C:24]3[CH:25]=[CH:26][C:27]([C:30]([F:31])([F:32])[F:33])=[CH:28][CH:29]=3)[CH:13]=2)[CH:40]=[CH:41][CH:42]=1)#[N:36]. Reported procedure: The title compound was prepared from a Suzuki coupling of 4-Methyl-2-(5-trifluoromethanesulfonyloxy-4′-trifluoromethyl-biphenyl-3-yl)-pentanoic acid ethyl ester (intermediate Example 1g) with 3-cyano-phenylboronic acid under the conditions described in Example 1; 1H NMR (400 MHz, MeOD) δ ppm 0.88 (dd, J=6.60, 3.18 Hz, 6H), 1.47 (dt, J=13.45, 6.72 Hz, 1H), 1.66 (ddd, J=13.63, 7.09, 6.91 Hz, 1H), 1.91-2.00 (m, 1H), 3.77 (t, J=7.83 Hz, 1H), 7.61 (dd, J=4.16, 1.71 Hz, 2H), 7.68 (d, J=8.31 Hz, 2H), 7...